describe an organic reaction: reactants, conditions, products, and yield From a dataset of the Open Reaction Database (ORD), a public repository of structured organic reaction records. Reported procedure: A mixture of 0.63 g (3.1 mmol) of 3-(p-chlorophenyl)-pyrrole-2-carboxaldehyde in 10 mL of water is stirred and ice-cooled while 0.52 g (4.6 mmol) of hydroxylamine-o-sulfonic acid in 10 mL of water is slowly added. After the addition, the cooling bath is removed and the mixture is heated for 25 minutes. On cooling, the resulting solid is collected and shown, by NMR, to be a mixture of product and starting aldehyde. This mixture is reacted in the same manner with an additional 0.49 g (4.2 mmol) of... Solvent: O (water), O (water), O (water). The reactants are NOS(=O)(=O)O (hydroxylamine-o-sulfonic acid), NOS(=O)(=O)O (hydroxylamine-O-sulfonic acid), ClC1=CC=C(C=C1)C1=C(NC=C1)C=O (3-(p-chlorophenyl)-pyrrole-2-carboxaldehyde). Isolated yield 63.7%. Product: ClC1=CC=C(C=C1)C1=C(NC=C1)C#N (3-(p-chlorophenyl)-pyrrole-2-carbonitrile). RXN SMILES: [Cl:1][C:2]1[CH:7]=[CH:6][C:5]([C:8]2[CH:12]=[CH:11][NH:10][C:9]=2[CH:13]=O)=[CH:4][CH:3]=1.[NH2:15]OS(O)(=O)=O>O>[Cl:1][C:2]1[CH:7]=[CH:6][C:5]([C:8]2[CH:12]=[CH:11][NH:10][C:9]=2[C:13]#[N:15])=[CH:4][CH:3]=1. Starting materials: OC=1C(=CC(=C(C#N)C1)[N+](=O)[O-])OCCOC (5-hydroxy-4-(2-methoxyethoxy)-2-nitrobenzonitrile), BrCCOCCOCCOCCBr (1-bromo-2-(2-(2-(2-bromoethoxy)ethoxy)ethoxy)ethane), C(=O)([O-])[O-].[K+].[K+] (K2CO3), CC(OCC)=O (EA). The solvent is CN(C)C=O (DMF), O (water). Conditions: temperature 80 celsius. Yields the product BrCCOCCOCCOCCOC=1C(=CC(=C(C#N)C1)[N+](=O)[O-])OCCOC (5-(2-(2-(2-(2-bromoethoxy)ethoxy)ethoxy)ethoxy)-4-(2-methoxyethoxy)-2-nitrobenzonitrile). Isolated yield 25.0%. RXN SMILES: [OH:1][C:2]1[C:3]([O:13][CH2:14][CH2:15][O:16][CH3:17])=[CH:4][C:5]([N+:10]([O-:12])=[O:11])=[C:6]([CH:9]=1)[C:7]#[N:8].[Br:18][CH2:19][CH2:20][O:21][CH2:22][CH2:23][O:24][CH2:25][CH2:26][O:27][CH2:28][CH2:29]Br.C([O-])([O-])=O.[K+].[K+].CC(=O)OCC>CN(C=O)C.O>[Br:18][CH2:19][CH2:20][O:21][CH2:22][CH2:23][O:24][CH2:25][CH2:26][O:27][CH2:28][CH2:29][O:1][C:2]1[C:3]([O:13][CH2:14][CH2:15][O:16][CH3:17])=[CH:4][C:5]([N+:10]([O-:12])=[O:11])=[C:6]([CH:9]=1)[C:7]#[N:8] |f:2.3.4|. Procedure: To a solution of 5-hydroxy-4-(2-methoxyethoxy)-2-nitrobenzonitrile (0.4 g) in DMF (8 mL) was added 1-bromo-2-(2-(2-(2-bromoethoxy)ethoxy)ethoxy)ethane (1.0 g) and K2CO3 (0.5 g). The resulting mixture was heated at 80° C. overnight under N2 atmospheres. After reaction finished, the mixture was diluted with water (50 mL) and exacted with EA (3×50 mL). The combined organic layer was dried over Na2SO4, concentrated under reduced pressure, and purification by silica chromatography to give 0.2 g of 5-... Starting materials: S1CCC(C2=CC=CC=C12)=O (thiochroman-4-one), [H-].[Al+3].[Li+].[H-].[H-].[H-] (lithium aluminum hydride), OCC1(CCCCC1)CC1=C(C=CC=C1)O (1-Hydroxymethyl-1-(2-hydroxyphenyl)methylcyclohexane). Yields the product S1CCC(C2=CC=CC=C12)O (thiochroman-4-ol). RXN SMILES: [S:1]1[C:10]2[C:5](=[CH:6][CH:7]=[CH:8][CH:9]=2)[C:4](=[O:11])[CH2:3][CH2:2]1.[H-].[Al+3].[Li+].[H-].[H-].[H-].OCC1(CC2C=CC=CC=2O)CCCCC1>>[S:1]1[C:10]2[C:5](=[CH:6][CH:7]=[CH:8][CH:9]=2)[CH:4]([OH:11])[CH2:3][CH2:2]1 |f:1.2.3.4.5.6|. Procedure: Reduction of thiochroman-4-one with lithium aluminum hydride by the method of Preparation O, Part (iii), affords thiochroman-4-ol in like manner. This is taken up in acetic acid containing a molar excess of acetic anhydride, the mixture heated at reflux for three hours, cooled, ethanol added to quench the excess anhydride and the mixture hydrogenated by the method of Example 11. Starting materials: ClC=1C(=NC=C(C1)C(F)(F)F)N[C@@H]1C(N(CCC1)C1CCN(CC1)C(=O)OC(C)(C)C)=O ((S)-tert-butyl 3-(3-chloro-5-(trifluoromethyl)pyridin-2-ylamino)-2-oxo-1,4′-bipiperidine-1′-carboxylate), C(Cl)Cl (DCM), Cl (HCl). The solvent is CO (methanol). Run at time 8 hour. Product: Cl.ClC=1C(=NC=C(C1)C(F)(F)F)N[C@@H]1C(N(CCC1)C1CCNCC1)=O ((S)-3-(3-chloro-5-(trifluoromethyl)pyridin-2-ylamino)-[1,4′-bipiperidin]-2-one hydrochloride). Isolated yield 176.0%. Reaction SMILES: [Cl:1][C:2]1[C:3]([NH:12][C@H:13]2[CH2:18][CH2:17][CH2:16][N:15]([CH:19]3[CH2:24][CH2:23][N:22](C(OC(C)(C)C)=O)[CH2:21][CH2:20]3)[C:14]2=[O:32])=[N:4][CH:5]=[C:6]([C:8]([F:11])([F:10])[F:9])[CH:7]=1.C(Cl)Cl.Cl>CO>[ClH:1].[Cl:1][C:2]1[C:3]([NH:12][C@H:13]2[CH2:18][CH2:17][CH2:16][N:15]([CH:19]3[CH2:20][CH2:21][NH:22][CH2:23][CH2:24]3)[C:14]2=[O:32])=[N:4][CH:5]=[C:6]([C:8]([F:11])([F:10])[F:9])[CH:7]=1 |f:4.5|. Procedure details: A flask was charged with (S)-tert-butyl 3-(3-chloro-5-(trifluoromethyl)pyridin-2-ylamino)-2-oxo-1,4′-bipiperidine-1′-carboxylate (0.51 g, 1.1 mmol), DCM (10 mL), methanol (1 mL), and HCl (2.7 mL, 11 mmol) (in dioxane). The reaction mixture was stirred at ambient temperature overnight. The organic solvents were removed under reduced pressure to provide (S)-3-(3-chloro-5-(trifluoromethyl)pyridin-2-ylamino)-[1,4′-bipiperidin]-2-one hydrochloride (0.40 g, 91% yield). Mass spectrum (apci) m/z=377.2 (... RXN SMILES: [Br-:39].[Br:29][c:30]1[cH:31][cH:32][cH:33][cH:34][cH:35]1.[CH3:40][CH2:41][CH2:42][CH2:43][CH2:44][CH2:45][CH2:46][CH2:47][CH2:48][CH2:49][CH2:50][CH2:51][CH2:52][CH2:53][CH2:54][CH2:55][N+:56]([CH3:57])([CH3:58])[CH3:59].[CH3:60][c:61]1[cH:62][cH:63][cH:64][cH:65][cH:66]1.[K+:37].[NH2:1][c:2]1[c:3]([CH2:4][NH:5][C:6]([c:7]2[cH:8][c:9]([O:16][CH3:17])[c:10]([CH3:15])[c:11]([O:13][CH3:14])[cH:12]2)=[O:18])[cH:19][cH:20][c:21](-[c:23]2[n:24][o:25][c:26]([CH3:28])[n:27]2)[cH:22]1.[OH-:36].[OH2:38]>>[NH:1]([c:2]1[c:3]([CH2:4][NH:5][C:6]([c:7]2[cH:8][c:9]([O:16][CH3:17])[c:10]([CH3:15])[c:11]([O:13][CH3:14])[cH:12]2)=[O:18])[cH:19][cH:20][c:21](-[c:23]2[n:24][o:25][c:26]([CH3:28])[n:27]2)[cH:22]1)[c:30]1[cH:31][cH:32][cH:33][cH:34][cH:35]1. The reactants are [Br-], Brc1ccccc1, CCCCCCCCCCCCCCCC[N+](C)(C)C, Cc1ccccc1, [K+], COc1cc(C(=O)NCc2ccc(-c3noc(C)n3)cc2N)cc(OC)c1C, [OH-], O. The product is COc1cc(C(=O)NCc2ccc(-c3noc(C)n3)cc2Nc2ccccc2)cc(OC)c1C.